From a dataset of the Open Reaction Database (ORD), a public repository of structured organic reaction records. describe an organic reaction: reactants, conditions, products, and yield Product: C#CC(N)(CCC)CCC. As a reaction SMILES: [CH2:15]([O:16][CH2:17][CH3:18])[CH3:19].[CH2:5]([CH2:6][CH3:7])[C:8]([C:9]#[CH:10])([Cl:11])[CH2:12][CH2:13][CH3:14].[NH2-:2].[NH3:3].[Na:1].[Na:4]>>[NH2:2][C:8]([CH2:5][CH2:6][CH3:7])([C:9]#[CH:10])[CH2:12][CH2:13][CH3:14]. Reactants: CCOCC, C#CC(Cl)(CCC)CCC, [NH2-], N, [Na], [Na]. Starting materials: FC(C=1C=C(C=CC1)C1=NC(=NO1)CN1N=CC(=C1)C(=O)OCC)(F)F (ethyl 1-({5-[3-(trifluoromethyl)phenyl]-1,2,4-oxadiazol-3-yl}methyl)-1H-pyrazole-4-carboxylate), [OH-].[Li+] (lithium hydroxide). The solvent is C(C)O (ethanol), O (water). Conditions: time 8 hour. Product: FC(C=1C=C(C=CC1)C1=NC(=NO1)CN1N=CC(=C1)C(=O)O)(F)F (1-({5-[3-(trifluoromethyl)phenyl]-1,2,4-oxadiazol-3-yl}methyl)-1H-pyrazole-4-carboxylic acid). The yield is 28.0%. RXN SMILES: [F:1][C:2]([F:26])([F:25])[C:3]1[CH:4]=[C:5]([C:9]2[O:13][N:12]=[C:11]([CH2:14][N:15]3[CH:19]=[C:18]([C:20]([O:22]CC)=[O:21])[CH:17]=[N:16]3)[N:10]=2)[CH:6]=[CH:7][CH:8]=1.[OH-].[Li+]>C(O)C.O>[F:26][C:2]([F:1])([F:25])[C:3]1[CH:4]=[C:5]([C:9]2[O:13][N:12]=[C:11]([CH2:14][N:15]3[CH:19]=[C:18]([C:20]([OH:22])=[O:21])[CH:17]=[N:16]3)[N:10]=2)[CH:6]=[CH:7][CH:8]=1 |f:1.2|. Procedure details: The compound (0.85 g) obtained in Example 114b was dissolved in ethanol (8 mL) and water (2 ml), and lithium hydroxide (0.42 g) was added. The reaction mixture was stirred at room temperature overnight and concentrated under reduced pressure. The residue was diluted with water and adjusted to pH 5-6 with 1N hydrochloric acid. The resulting precipitate was collected by filtration and the obtained solid was recrystallized from ethyl acetate-petroleum ether to give the title compound (0.22 g) as a ... Isolated yield 96.0%. Starting materials: ClC1=C(OC=2SC(=CN2)C2=NOC(=C2)C(C)N2C(C3=CC=CC=C3C2=O)=O)C=CC(=C1)OC (2-(1-{3-[2-(2-chloro-4-methoxyphenoxy)-1,3-thiazol-5-yl]isoxazol-5-yl}ethyl)-1H-isoindole-1,3(2H)-dione), O.NN (hydrazine monohydrate). Procedure: To a solution of Example 30E (510 mg, 1.06 mmol) in ethanol (6 mL) was added hydrazine monohydrate (0.31 mL, 6.3 mol). The reaction was heated at 60° C. for 45 minutes and filtered. The filtrate was concentrated and purified by flash chromatography on silica gel eluting with 90:8:2 dichloromethane/methanol/concentrated ammonium hydroxide to provide 358 mg of the title compound, The solvent is C(C)O (ethanol). Yields the product ClC1=C(OC=2SC(=CN2)C2=NOC(=C2)C(C)N)C=CC(=C1)OC (1-{3-[2-(2-chloro-4-methoxyphenoxy)-1,3-thiazol-5-yl]isoxazol-5-yl}ethanamine). Conditions: temperature 60 celsius. Reaction SMILES: [Cl:1][C:2]1[CH:31]=[C:30]([O:32][CH3:33])[CH:29]=[CH:28][C:3]=1[O:4][C:5]1[S:6][C:7]([C:10]2[CH:14]=[C:13]([CH:15]([N:17]3C(=O)C4C(=CC=CC=4)C3=O)[CH3:16])[O:12][N:11]=2)=[CH:8][N:9]=1.O.NN>C(O)C>[Cl:1][C:2]1[CH:31]=[C:30]([O:32][CH3:33])[CH:29]=[CH:28][C:3]=1[O:4][C:5]1[S:6][C:7]([C:10]2[CH:14]=[C:13]([CH:15]([NH2:17])[CH3:16])[O:12][N:11]=2)=[CH:8][N:9]=1 |f:1.2|. The reactants are C1(=CC=CC=C1)C=1C2=C(NC(N1)=O)SC=C2 (4-phenyl-1,2-dihydrothieno[2,3-d]pyrimidin-2-one), [H-].[Na+] (sodium hydride), CI (methyl iodide), O (water). Run in CN(C=O)C (dimethylformamide), CN(C=O)C (dimethylformamide). Reaction conditions: temperature 60 celsius, time 1 hour. Product: COC=1N=C(C2=C(N1)SC=C2)C2=CC=CC=C2 (2-methoxy-4-phenylthieno[2,3-d]pyrimidine). RXN SMILES: [C:1]1([C:7]2[C:8]3[CH:16]=[CH:15][S:14][C:9]=3[NH:10][C:11](=[O:13])[N:12]=2)[CH:6]=[CH:5][CH:4]=[CH:3][CH:2]=1.[H-].[Na+].[CH3:19]I.O>CN(C)C=O>[CH3:19][O:13][C:11]1[N:12]=[C:7]([C:1]2[CH:2]=[CH:3][CH:4]=[CH:5][CH:6]=2)[C:8]2[CH:16]=[CH:15][S:14][C:9]=2[N:10]=1 |f:1.2|. Reported procedure: To a solution of 4.0 g of 4-phenyl-1,2-dihydrothieno[2,3-d]pyrimidin-2-one in 80 ml of dimethylformamide is added 0.8 g of 63% sodium hydride. The mixture is stirred at 60°C for 1 hour. The mixture is cooled to room temperature and 4.97 g of methyl iodide in 15 ml of dimethylformamide is added dropwise thereto at 10°C. The mixture is stirred for 2 hours at room temperature. The reaction mixture is poured into water and extracted with chloroform. The chloroform extracts are washed with water, dri... Reactants: O (H2O), OC=1C=C2CCC(C2=CC1)=O (5-hydroxy-indan-1-one), C(=O)([O-])[O-].[K+].[K+] (K2CO3), C(C1=CC=CC=C1)Br (benzyl bromide). Run in CCOC(=O)C (EtOAc), CN(C)C=O (DMF). Conditions: temperature 100 celsius. Yields the product C(C1=CC=CC=C1)OC=1C=C2CCC(C2=CC1)=O (5-benzyloxy-indan-1-one). Isolated yield 70.5%. RXN SMILES: [OH:1][C:2]1[CH:3]=[C:4]2[C:8](=[CH:9][CH:10]=1)[C:7](=[O:11])[CH2:6][CH2:5]2.C([O-])([O-])=O.[K+].[K+].[CH2:18](Br)[C:19]1[CH:24]=[CH:23][CH:22]=[CH:21][CH:20]=1.O>CN(C=O)C.CCOC(C)=O>[CH2:18]([O:1][C:2]1[CH:3]=[C:4]2[C:8](=[CH:9][CH:10]=1)[C:7](=[O:11])[CH2:6][CH2:5]2)[C:19]1[CH:24]=[CH:23][CH:22]=[CH:21][CH:20]=1 |f:1.2.3|. Procedure: A mixture of 5-hydroxy-indan-1-one (5.3 g, 35.7 mmol), KJ (0.6 g, 3.6 mmol) and K2CO3 (6.17 g, 44.6 mmol) and benzyl bromide (4.66 ml, 39.3 mmol) in DMF (50 ml) were heated at 100° C. for 1 hr. Addition of H2O (150 ml) and extraction with EtOAc (3×50 ml), washing the organic phase with satd. NaCl solution (100 ml) and drying with MgSO4 and evaporation afforded a brown solid. This material was recrystallised twice from EtOH to afford 5-benzyloxy-indan-1-one (6 g, 25.17 mmol, 70%) as yellow crysta... The reactants are OC1=NC=CC=C1 (2-hydroxypyridine), COC(C1=C(C=C(C(=C1)F)C(F)(F)F)[N+](=O)[O-])=O (5-fluoro-2-nitro-4-trifluoromethyl-benzoic acid methyl ester), CC#N (CH3CN), [H-].[Na+] (NaH). Solvent: O1CCCC1 (tetrahydrofuran), O1CCCC1 (tetrahydrofuran), O1CCCC1 (tetrahydrofuran). Reaction conditions: time 16 hour. Yields the product COC(C1=C(C=C(C(=C1)N1C(C=CC=C1)=O)C(F)(F)F)[N+](=O)[O-])=O (2-nitro-5-(2-oxo-2H-pyridin-1-yl)-4-trifluoromethyl-benzoic acid methyl ester). Isolated yield 67.7%. Reaction SMILES: [H-].[Na+].[OH:3][C:4]1[CH:9]=[CH:8][CH:7]=[CH:6][N:5]=1.[CH3:10][O:11][C:12](=[O:27])[C:13]1[CH:18]=[C:17](F)[C:16]([C:20]([F:23])([F:22])[F:21])=[CH:15][C:14]=1[N+:24]([O-:26])=[O:25].CC#N>O1CCCC1>[CH3:10][O:11][C:12](=[O:27])[C:13]1[CH:18]=[C:17]([N:5]2[CH:6]=[CH:7][CH:8]=[CH:9][C:4]2=[O:3])[C:16]([C:20]([F:23])([F:22])[F:21])=[CH:15][C:14]=1[N+:24]([O-:26])=[O:25] |f:0.1|. Procedure: To a suspension of NaH (315 mg, 1.4 eq) in 50 ml of tetrahydrofuran, a solution of 2-hydroxypyridine (801 mg, 1.5 eq) in 5 ml of tetrahydrofuran is added drop-wise. The mixture is stirred at room temperature for 30 min before addition of 5-fluoro-2-nitro-4-trifluoromethyl-benzoic acid methyl ester (1.5 g, 5.61 mmol) in 10 ml of tetrahydrofuran. The resulting mixture is stirred at room temperature for 16 hours. The solvent is removed in vacuo and the crude oil is solubilised in ethyl acetate. The...